From a dataset of the Open Reaction Database (ORD), a public repository of structured organic reaction records. describe an organic reaction: reactants, conditions, products, and yield Reactants: N(=NC(=O)OCC)C(=O)OCC (diethyl azodicarboxylate), C1(=CC=CC=C1)P(C1=CC=CC=C1)C1=CC=CC=C1 (triphenylphosphine), CC=1C=C(C=C(C1)O)OS(=O)(=O)C=1C=NC=CC1 (5-methyl-3-(3-pyridinylsulfonyloxy)phenol), C(CCO)O (1,3-propanediol). The solvent is O1CCCC1 (tetrahydrofuran). Reaction conditions: time 3 day. Yields the product CC=1C=C(C=C(OCCCO)C1)OS(=O)(=O)C=1C=NC=CC1 (3-[5-Methyl-3-(3-pyridinylsulfonyloxy)phenoxy]propanol). Reaction SMILES: C1(P(C2C=CC=CC=2)C2C=CC=CC=2)C=CC=CC=1.[CH3:20][C:21]1[CH:22]=[C:23]([O:28][S:29]([C:32]2[CH:33]=[N:34][CH:35]=[CH:36][CH:37]=2)(=[O:31])=[O:30])[CH:24]=[C:25]([OH:27])[CH:26]=1.[CH2:38](O)[CH2:39][CH2:40][OH:41].N(C(OCC)=O)=NC(OCC)=O>O1CCCC1>[CH3:20][C:21]1[CH:22]=[C:23]([O:28][S:29]([C:32]2[CH:33]=[N:34][CH:35]=[CH:36][CH:37]=2)(=[O:31])=[O:30])[CH:24]=[C:25]([CH:26]=1)[O:27][CH2:38][CH2:39][CH2:40][OH:41]. Procedure details: A solution of triphenylphosphine (1.52 g, 0.0058 mol), 5-methyl-3-(3-pyridinylsulfonyloxy)phenol (1.54 g, 0.0058 mol), as prepared in the preceding step, and 1,3-propanediol (0.42 mL, 0.0058 mol) in anhydrous tetrahydrofuran (50 mL) was treated with diethyl azodicarboxylate (0.92 mL, 0.0058 mol) and allowed to stir at ambient temperature for 3 days. The tetrahydrofuran was evaporated, and the solid residue was treated with hexane. Solvent was decanted and the solid was treated with dichlorometha...